This data is from the Open Reaction Database (ORD), a public repository of structured organic reaction records. The task is: describe an organic reaction: reactants, conditions, products, and yield The reactants are NC1=NC(=NC(=N1)N(C)C)OC (2-amino-4-dimethylamino-6-methoxy-1,3,5-triazine), N1N=NC2=C1C=CC=C2 (benztriazole), C=O (formaldehyde), C(C)(=O)O (acetic acid). The solvent is C(C)O (ethanol). Yields the product N1(N=NC2=C1C=CC=C2)CNC2=NC(=NC(=N2)N(C)C)OC (2-(benztriazol-1-ylmethylamino)-4-dimethylamino-6-methoxy-1,3,5-triazine). RXN SMILES: [NH2:1][C:2]1[N:7]=[C:6]([N:8]([CH3:10])[CH3:9])[N:5]=[C:4]([O:11][CH3:12])[N:3]=1.[NH:13]1[C:17]2[CH:18]=[CH:19][CH:20]=[CH:21][C:16]=2[N:15]=[N:14]1.C=O.[C:24](O)(=O)C>C(O)C>[N:13]1([CH2:24][NH:1][C:2]2[N:7]=[C:6]([N:8]([CH3:9])[CH3:10])[N:5]=[C:4]([O:11][CH3:12])[N:3]=2)[C:17]2[CH:18]=[CH:19][CH:20]=[CH:21][C:16]=2[N:15]=[N:14]1. Procedure details: With stirring, a mixture of 16.9 g (0.1 mole) of 2-amino-4-dimethylamino-6-methoxy-1,3,5-triazine, 12 g (0.1 mole) of benztriazole, 9.4 g (0.11 mole) of aqueous 35% formaldehyde and 1 g of acetic acid in 100 ml of ethanol is heated under reflux for 2 hours. The still hot solution is clarified by filtration and crystals of the title compound precipitate from the cooled solution. The precipitate is filtered with suction and dried, affording 25 g (83% of theory) of crystalline product with a meltin...